Dataset: the Open Reaction Database (ORD), a public repository of structured organic reaction records. Task: describe an organic reaction: reactants, conditions, products, and yield Reactants: COC=1C=C(C(=O)OC)C=CC1[N+](=O)[O-] (methyl 3-methoxy-4-nitrobenzoate), [H][H] (hydrogen). Reagents/catalysts: [C].[Pd] (palladium-carbon). Run in CO (methanol), C1CCOC1 (THF). Yields the product NC1=C(C=C(C(=O)OC)C=C1)OC (methyl 4-amino-3-methoxybenzoate). The yield is 104.1%. As a reaction SMILES: [CH3:1][O:2][C:3]1[CH:4]=[C:5]([CH:10]=[CH:11][C:12]=1[N+:13]([O-])=O)[C:6]([O:8][CH3:9])=[O:7].[H][H]>CO.C1COCC1.[C].[Pd]>[NH2:13][C:12]1[CH:11]=[CH:10][C:5]([C:6]([O:8][CH3:9])=[O:7])=[CH:4][C:3]=1[O:2][CH3:1] |f:4.5|. Procedure details: 10% palladium-carbon (containing 50% water, 15 g) was added to a solution of methyl 3-methoxy-4-nitrobenzoate (150 g) in methanol (600 mL) and THF (300 mL), and the reaction solution was stirred at a hydrogen pressure of 0.9 MPa at 50° C. to 64° C. for 6.5 hours. The reaction solution was left to cool to room temperature and then filtered through celite. The resulting filtrate was concentrated under reduced pressure to obtain 134 g of the title compound. The property values corresponded to the r...